This data is from the Open Reaction Database (ORD), a public repository of structured organic reaction records. The task is: describe an organic reaction: reactants, conditions, products, and yield The reactants are Intermediate 20.1, ClC1=NC=C(C(=N1)C1=C(C=C(C=C1)F)OC)F (2-chloro-5-fluoro-4-(4-fluoro-2-methoxyphenyl)pyrimidine), NC=1C=C(C=C(C1)C(C(F)(F)F)(F)F)CO ([3-amino-5-(pentafluoro-ethyl)phenyl]methanol). Yields the product Intermediate 46.3, FC=1C(=NC(=NC1)NC=1C=C(C=C(C1)C(C(F)(F)F)(F)F)CO)C1=C(C=C(C=C1)F)OC ([3-{[5-Fluoro-4-(4-fluoro-2-methoxyphenyl)pyrimidin-2-yl]amino}-5-(pentafluoroethyl)phenyl]-methanol). RXN SMILES: Cl[C:2]1[N:7]=[C:6]([C:8]2[CH:13]=[CH:12][C:11]([F:14])=[CH:10][C:9]=2[O:15][CH3:16])[C:5]([F:17])=[CH:4][N:3]=1.[NH2:18][C:19]1[CH:20]=[C:21]([CH2:32][OH:33])[CH:22]=[C:23]([C:25]([F:31])([F:30])[C:26]([F:29])([F:28])[F:27])[CH:24]=1>>[F:17][C:5]1[C:6]([C:8]2[CH:13]=[CH:12][C:11]([F:14])=[CH:10][C:9]=2[O:15][CH3:16])=[N:7][C:2]([NH:18][C:19]2[CH:20]=[C:21]([CH2:32][OH:33])[CH:22]=[C:23]([C:25]([F:30])([F:31])[C:26]([F:27])([F:28])[F:29])[CH:24]=2)=[N:3][CH:4]=1. Procedure details: Intermediate 46.3 was prepared under similar conditions as described in the preparation of Intermediate 20.1 using 2-chloro-5-fluoro-4-(4-fluoro-2-methoxyphenyl)pyrimidine and [3-amino-5-(pentafluoro-ethyl)phenyl]methanol. The residue was purified by chromatography (hexane/ethyl acetate 6:4) to give the desired product. Reactants: C(C)OC(=O)C=1NN(C(C1)=O)CC1=C(C=CC=C1)S(=O)(=O)O (3-Ethoxycarbonyl-1-(2-sulfobenzyl)-pyrazoline-5-one), C(O)CN (ethanolamine). Solvent: C(C)O (ethanol). Product: OCCNC(=O)C=1NN(C(C1)=O)CC1=C(C=CC=C1)S(=O)(=O)O (3-(2-Hydroxyethylcarbamoyl)-1-(2-sulfobenzyl)pyrazoline-5-one). Yield: 85.7%. As a reaction SMILES: C(O[C:4]([C:6]1[NH:7][N:8]([CH2:12][C:13]2[CH:18]=[CH:17][CH:16]=[CH:15][C:14]=2[S:19]([OH:22])(=[O:21])=[O:20])[C:9](=[O:11])[CH:10]=1)=[O:5])C.[CH2:23]([CH2:25][NH2:26])[OH:24]>C(O)C>[OH:24][CH2:23][CH2:25][NH:26][C:4]([C:6]1[NH:7][N:8]([CH2:12][C:13]2[CH:18]=[CH:17][CH:16]=[CH:15][C:14]=2[S:19]([OH:22])(=[O:20])=[O:21])[C:9](=[O:11])[CH:10]=1)=[O:5]. Procedure details: 14.5 g of Intermediate A and 15.3 g of ethanolamine were mixed and made to react with each other over a period of 2 hours under a pressure reduced to 30 mm Hg inside the reaction container and a temperature kept at 120° C. outside the reaction container. After cooling to room temperature, the reaction product was dissolved in 30 ml of ethanol, and separated out in a crystallized condition upon addition of 300 ml of isopropanol. After filtration, the crystals were washed with isopropanol, and dri... Reactants: C(C)(C)(C)C1=C(C=CC(=C1)C)O (2-tert-butyl-4-methylphenol), C(C)(=O)OC(C)=O (acetic anhydride), C(C)(=O)O (acetic acid), O=O (oxygen). Reagents/catalysts: Br (hydrobromic acid), C(C)(=O)[O-].[Co+2].C(C)(=O)[O-] (cobalt(II) acetate), [Br-].[Mn+2].[Br-] (manganese(II) bromide). Reaction conditions: temperature 90 celsius. Yields the product C(C)(=O)OC1=C(C=C(C(=O)O)C=C1)C(C)(C)C (4-acetoxy-3-tert-butylbenzoic acid). Yield: 84.4%. As a reaction SMILES: [C:1]([C:5]1[CH:10]=C(C)[CH:8]=[CH:7][C:6]=1O)([CH3:4])([CH3:3])[CH3:2].C([O:16][C:17](=[O:19])[CH3:18])(=O)C.O=O.[C:22]([OH:25])(=[O:24])[CH3:23]>C([O-])(=O)C.[Co+2].C([O-])(=O)C.[Br-].[Mn+2].[Br-].Br>[C:22]([O:25][C:6]1[CH:7]=[CH:8][C:18]([C:17]([OH:16])=[O:19])=[CH:10][C:5]=1[C:1]([CH3:4])([CH3:3])[CH3:2])(=[O:24])[CH3:23] |f:4.5.6,7.8.9|. Reported procedure: A mixture of 82.0 g of 2-tert-butyl-4-methylphenol, 140.0 g of acetic anhydride and 3.0 g of hydrobromic acid (48%) is heated at 90° C. for 1 hour. 280.0 g of acetic acid, 2.5 g of cobalt(II) acetate (tetrahydrate) and 2.5 g of manganese(II) bromide (tetrahydrate) are added, and oxygen (30 ml/min) is passed through the solution at 110° C. The acetic acid is partially removed by applying a vacuum. The reaction mixture which remains is poured into 500 ml of water and filtered, giving 99.5 g (84%) ... The reactants are O=C(O)c1ncccn1, CNc1ccc(OC)cc1. The reagents and catalysts are CN(C)C(=[N+](C)C)ON1C2=C(C=CC=N2)N=N1.F[P-](F)(F)(F)(F)F (HATU), CCN(C(C)C)C(C)C (DIPEA). Solvent: CN(C)C=O (DMF), CN(C)C=O (DMF), CN(C)C=O (DMF), CN(C)C=O (DMF), CN(C)C=O (DMF), CN(C)C=O (DMF). Run at temperature 25 celsius, time 2 hour. The product is COc1ccc(N(C)C(=O)c2ncccn2)cc1. Yield: 52.5%. Reaction SMILES: CNc1ccc(OC)cc1.O=C(O)c1ncccn1.CN(C)C(=[N+](C)C)ON1C2=C(C=CC=N2)N=N1.F[P-](F)(F)(F)(F)F.CCN(C(C)C)C(C)C.CN(C)C=O>>COc1ccc(N(C)C(=O)c2ncccn2)cc1. Starting materials: ClC(Cl)Cl, O=c1[nH]c2cc(C(F)(F)F)ccc2n1CCCO, O=S(Cl)Cl. The product is O=c1[nH]c2cc(C(F)(F)F)ccc2n1CCCCl. Reaction SMILES: [Cl:23][CH:24]([Cl:25])[Cl:26].[OH:1][CH2:2][CH2:3][CH2:4][n:5]1[c:6](=[O:18])[nH:7][c:8]2[c:9]1[cH:10][cH:11][c:12]([C:14]([F:15])([F:16])[F:17])[cH:13]2.[S:19]([Cl:20])([Cl:21])=[O:22]>>[CH2:2]([CH2:3][CH2:4][n:5]1[c:6](=[O:18])[nH:7][c:8]2[c:9]1[cH:10][cH:11][c:12]([C:14]([F:15])([F:16])[F:17])[cH:13]2)[Cl:21]. Reactants: NC=1NC(C2=C(N1)N(C(S2)=[Se])[C@H]2[C@H]([C@H](OC(C1=CC=CC=C1)=O)[C@H](O2)COC(C2=CC=CC=C2)=O)F)=O (5-Amino-3-(2-deoxy-2-fluoro-3,5-di-O-benzoyl-β-D-arabinofuranosyl)-7-oxothiazolo[4,5-d]pyrimidine-2(3H,6H)-selone), O([Na])C (NaOCH3). The solvent is CO (MeOH). Reaction conditions: time 16 hour. Yields the product NC=1NC(C2=C(N1)N(C(S2)=[Se])[C@H]2[C@H]([C@H](O)[C@H](O2)CO)F)=O (5-Amino-3-(2-deoxy-2-fluoro-β-D-arabinofuranosyl)-7-oxothiazolo[4,5-d]pyrimidine-2(3H,6H)-selone). As a reaction SMILES: [NH2:1][C:2]1[NH:3][C:4](=[O:37])[C:5]2[S:10][C:9](=[Se:11])[N:8]([C@@H:12]3[O:25][C@H:24]([CH2:26][O:27]C(=O)C4C=CC=CC=4)[C@@H:14]([O:15]C(=O)C4C=CC=CC=4)[C@@H:13]3[F:36])[C:6]=2[N:7]=1.O(C)[Na]>CO>[NH2:1][C:2]1[NH:3][C:4](=[O:37])[C:5]2[S:10][C:9](=[Se:11])[N:8]([C@@H:12]3[O:25][C@H:24]([CH2:26][OH:27])[C@@H:14]([OH:15])[C@@H:13]3[F:36])[C:6]=2[N:7]=1. Reported procedure: A mixture of 5-Amino-3-(2-deoxy-2-fluoro-3,5-di-O-benzoyl-β-D-arabinofuranosyl)-7-oxothiazolo[4,5-d]pyrimidine-2(3H,6H)-selone (0.3 g, 0.5 mmol), NaOCH3 (0.055 g) and anhydrous MeOH (60 mL) was stirred at room temperature for 16 h with the exclusion of moisture. The reaction mixture was neutralized with Amberlite IR-120(H+) ion-exchange resin. The resin was removed by filtration and the filtrate was evaporated to dryness. The residue was dissolved in MeOH (5 mL), adsorbed onto silica gel (5 g) a...